This data is from the Open Reaction Database (ORD), a public repository of structured organic reaction records. The task is: describe an organic reaction: reactants, conditions, products, and yield Reactants: COC([C@@H](NC(CC=C)C1=C(C=CC=C1)C1=NOC2=C1C=CC=C2)C(C)C)=O ((S)-N-[1-[2-(1,2-benzisoxazol-3-yl)phenyl]-3-butenyl]-L-valine methyl ester), [H-].[Al+3].[Li+].[H-].[H-].[H-] (lithium aluminum hydride), S(=O)(=O)([O-])[O-].[Mg+2] (magnesium sulphate), O (water). The solvent is O1CCCC1 (tetrahydrofuran), O1CCCC1 (tetrahydrofuran). Reaction conditions: temperature -10 celsius, time 16 hour. The product is O1N=C(C2=C1C=CC=C2)C2=C(C=CC=C2)C(CC=C)NC(CO)C(C)C (2-[[1-[2-(1,2-benzisoxazol-3-yl)phenyl]-3-butenyl]amino]-3-methyl-1-butanol). RXN SMILES: [H-].[Al+3].[Li+].[H-].[H-].[H-].C[O:8][C:9](=O)[C@H:10]([CH:31]([CH3:33])[CH3:32])[NH:11][CH:12]([C:16]1[CH:21]=[CH:20][CH:19]=[CH:18][C:17]=1[C:22]1[C:26]2[CH:27]=[CH:28][CH:29]=[CH:30][C:25]=2[O:24][N:23]=1)[CH2:13][CH:14]=[CH2:15].O.S([O-])([O-])(=O)=O.[Mg+2]>O1CCCC1>[O:24]1[C:25]2[CH:30]=[CH:29][CH:28]=[CH:27][C:26]=2[C:22]([C:17]2[CH:18]=[CH:19][CH:20]=[CH:21][C:16]=2[CH:12]([NH:11][CH:10]([CH:31]([CH3:33])[CH3:32])[CH2:9][OH:8])[CH2:13][CH:14]=[CH2:15])=[N:23]1 |f:0.1.2.3.4.5,8.9|. Procedure: Under an atmosphere of nitrogen, 5.6 g of lithium aluminum hydride were added to 500 ml of dry tetrahydrofuran. The mixture was cooled to −10° C. and a solution of 30 g of (S)-N-[1-[2-(1,2-benzisoxazol-3-yl)phenyl]-3-butenyl]-L-valine methyl ester in 500 ml of dry tetrahydrofuran was added slowly. The mixture was stirred at −10° C. for 16 h, after which 22 ml of water was slowly added. After stirring at room temperature for 0.5 h, magnesium sulphate was added. The solids were filtered off and th... Starting materials: CCOCC, CC(CO)n1c(C(F)(F)F)nc2cc(F)c(-n3c(=O)cc(C(F)(F)F)n(C)c3=O)cc21, O=S(Cl)Cl, c1ccncc1. Product: CC(CCl)n1c(C(F)(F)F)nc2cc(F)c(-n3c(=O)cc(C(F)(F)F)n(C)c3=O)cc21. Reaction SMILES: [CH3:42][CH2:43][O:44][CH2:45][CH3:46].[F:1][C:2]([c:3]1[n:4][c:5]2[c:6]([n:7]1[CH:8]([CH2:9][OH:10])[CH3:11])[cH:12][c:13](-[n:17]1[c:18](=[O:29])[n:19]([CH3:28])[c:20]([C:24]([F:25])([F:26])[F:27])[cH:21][c:22]1=[O:23])[c:14]([F:16])[cH:15]2)([F:30])[F:31].[S:38]([Cl:39])([Cl:40])=[O:41].[cH:32]1[cH:33][cH:34][n:35][cH:36][cH:37]1>>[F:1][C:2]([c:3]1[n:4][c:5]2[c:6]([n:7]1[CH:8]([CH2:9][Cl:40])[CH3:11])[cH:12][c:13](-[n:17]1[c:18](=[O:29])[n:19]([CH3:28])[c:20]([C:24]([F:25])([F:26])[F:27])[cH:21][c:22]1=[O:23])[c:14]([F:16])[cH:15]2)([F:30])[F:31]. The reactants are O=C([O-])O, CCOC(=O)N1c2ccc(OC)nc2C(Nc2ncc(COCCOC3CCCCO3)c(Cc3cc(C(F)(F)F)cc(C(F)(F)F)c3)n2)CC1CC, CO, [Na+]. Product: CCOC(=O)N1c2ccc(OC)nc2C(Nc2ncc(COCCO)c(Cc3cc(C(F)(F)F)cc(C(F)(F)F)c3)n2)CC1CC. RXN SMILES: [C:53](=[O:54])([O-:55])[OH:56].[CH2:1]([CH3:2])[O:3][C:4](=[O:5])[N:6]1[CH:7]([CH2:51][CH3:52])[CH2:8][CH:9]([NH:18][c:19]2[n:20][cH:21][c:22]([CH2:40][O:41][CH2:42][CH2:43][O:44][CH:45]3[CH2:46][CH2:47][CH2:48][CH2:49][O:50]3)[c:23]([CH2:25][c:26]3[cH:27][c:28]([C:36]([F:37])([F:38])[F:39])[cH:29][c:30]([C:32]([F:33])([F:34])[F:35])[cH:31]3)[n:24]2)[c:10]2[n:11][c:12]([O:16][CH3:17])[cH:13][cH:14][c:15]21.[CH3:58][OH:59].[Na+:57]>>[CH2:1]([CH3:2])[O:3][C:4](=[O:5])[N:6]1[CH:7]([CH2:51][CH3:52])[CH2:8][CH:9]([NH:18][c:19]2[n:20][cH:21][c:22]([CH2:40][O:41][CH2:42][CH2:43][OH:44])[c:23]([CH2:25][c:26]3[cH:27][c:28]([C:36]([F:37])([F:38])[F:39])[cH:29][c:30]([C:32]([F:33])([F:34])[F:35])[cH:31]3)[n:24]2)[c:10]2[n:11][c:12]([O:16][CH3:17])[cH:13][cH:14][c:15]21. Starting materials: C(C1=CC=CC=C1)(=O)N (benzamide), COC=1C=C(C(=C(C1)OCOC)C)OCOC (5-methoxy-1,3-bis(methoxymethoxy)-2-methylbenzene), N1=CC=CC=C1 (pyridine), CC=1C(=CC=C2C=C(C(OC12)=O)NC(C(=O)OCC1=CC=CC=C1)=O)OC1CCN(CC1)C (Benzyl 2-(8-methyl-7-(1-methylpiperidin-4-yloxy)-2-oxo-2H-chromen-3-yl amino)-2-oxoacetate). Reaction conditions: time 8 hour. Product: C(C)(=O)OC1=C(C=C(C=C1)C(NC=1C(OC2=C(C(=CC=C2C1)OC1CCN(CC1)C)C)=O)=O)CC=C(C)C (4-(8-Methyl-7-(1-methylpiperidin-4-yloxy)-2-oxo-2H-chromen-3-ylcarbamoyl)-2-(3-methylbut-2-enyl)phenyl acetate). The yield is 73.0%. The solvent is C1CCOC1 (THF), C1CCOC1 (THF). RXN SMILES: [C:1](N)(=O)[C:2]1[CH:7]=CC=C[CH:3]=1.[CH3:10][C:11]1[C:12]([O:35][CH:36]2[CH2:41][CH2:40][N:39]([CH3:42])[CH2:38][CH2:37]2)=[CH:13][CH:14]=[C:15]2[C:20]=1[O:19][C:18](=[O:21])[C:17]([NH:22][C:23](=[O:34])C(OCC1C=CC=CC=1)=O)=[CH:16]2.CO[C:45]1[CH:46]=[C:47](OCOC)[C:48]([CH3:55])=[C:49]([O:51][CH2:52][O:53]C)[CH:50]=1.N1C=CC=C[CH:61]=1>[Pd].C1COCC1>[C:52]([O:51][C:49]1[CH:50]=[CH:45][C:46]([C:23](=[O:34])[NH:22][C:17]2[C:18](=[O:21])[O:19][C:20]3[C:15]([CH:16]=2)=[CH:14][CH:13]=[C:12]([O:35][CH:36]2[CH2:41][CH2:40][N:39]([CH3:42])[CH2:38][CH2:37]2)[C:11]=3[CH3:10])=[CH:47][C:48]=1[CH2:55][CH:1]=[C:2]([CH3:7])[CH3:3])(=[O:53])[CH3:61]. Procedure details: General procedure III for the Preparation of benzamide 29a-g: Palladium on carbon (10%, 10 mg) was added to a solution of 28a (85 mg, 0.2 mmol) in THF. The suspension was stirred overnight under a hydrogen atmosphere before it was filtered. The filtrate was concentrated and dried under vacuum for 4 hours before it was redissolved in THF (5 mL). To it was added freshly prepared acid chloride 9 (80 mg, 0.3 mmol) in THF (5 mL) and dry pyridine (32 mg, 0.4 mmol). The resulting mixture was stirred at... The reagents and catalysts are [Pd] (Palladium on carbon). The reactants are [H-].[Na+] (Sodium hydride), CC1=C(SC=2N=CN=C(C21)OC2CCC(CC2)NC(OC(C)(C)C)=O)C (tert-butyl N-[4-([5,6-dimethylthieno[2,3-d]pyrimidin-4-yl]oxy)cyclohexyl]carbamate), IC (iodomethane). Solvent: CN(C=O)C (N,N-dimethylformamide). Conditions: time 30 minute. Product: CC1=C(SC=2N=CN=C(C21)OC2CCC(CC2)N(C(OC(C)(C)C)=O)C)C (tert-butyl N-[4-([5,6-dimethylthieno[2,3-d]pyrimidin-4-yl]oxy)cyclohexyl]-N-methylcarbamate). Yield: 57.8%. RXN SMILES: [H-].[Na+].[CH3:3][C:4]1[C:12]2[C:11]([O:13][CH:14]3[CH2:19][CH2:18][CH:17]([NH:20][C:21](=[O:27])[O:22][C:23]([CH3:26])([CH3:25])[CH3:24])[CH2:16][CH2:15]3)=[N:10][CH:9]=[N:8][C:7]=2[S:6][C:5]=1[CH3:28].I[CH3:30]>CN(C)C=O>[CH3:3][C:4]1[C:12]2[C:11]([O:13][CH:14]3[CH2:15][CH2:16][CH:17]([N:20]([CH3:30])[C:21](=[O:27])[O:22][C:23]([CH3:24])([CH3:25])[CH3:26])[CH2:18][CH2:19]3)=[N:10][CH:9]=[N:8][C:7]=2[S:6][C:5]=1[CH3:28] |f:0.1|. Procedure details: Sodium hydride (220 mg, 9.17 mmol, 3.46 equiv) was added to a solution of tert-butyl N-[4-([5,6-dimethylthieno[2,3-d]pyrimidin-4-yl]oxy)cyclohexyl]carbamate (1.0 g, 2.65 mmol, 1.00 equiv) in N,N-dimethylformamide (15 mL) in several batches at 0° C. and the reaction mixture was stirred for 30 min. To this reaction mixture was added iodomethane (450 mg, 3.17 mmol, 1.20 equiv) dropwise at room temperature. The reaction mixture was stirred for 1 h at 30° C. and then quenched by the addition of 5 mL ... Starting materials: [Na] (Sodium), C(C)(=O)O (acetic acid), C1(CCCC1)N1N=C(C(=C1N)C(=O)N)CC (1-cyclopentyl-3-ethyl-5-amino-1H-pyrazole-4-carboxamide), N1(CCOCC1)CCCOC1=C(C(=O)OCC)C=CC=C1 (ethyl 2-[3-(4-morpholinyl)propoxy]benzoate). Run in C(C)O (ethanol), CCOCC (ether), O (water). Product: C1(CCCC1)N1NC(=C2C1=NC(=NC2=O)C2=C(C=CC=C2)OCCCN2CCOCC2)CC (1-cyclopentyl-3-ethyl-6-[2-[3-(4-morpholinyl)propoxy]phenyl]pyrazolo[3,4-d]pyrimidin-4-one). Yield: 65.9%. Reaction SMILES: [Na].[CH:2]1([N:7]2[C:11]([NH2:12])=[C:10]([C:13]([NH2:15])=[O:14])[C:9]([CH2:16][CH3:17])=[N:8]2)[CH2:6][CH2:5][CH2:4][CH2:3]1.[N:18]1([CH2:24][CH2:25][CH2:26][O:27][C:28]2[CH:38]=[CH:37][CH:36]=[CH:35][C:29]=2[C:30](OCC)=O)[CH2:23][CH2:22][O:21][CH2:20][CH2:19]1.C(O)(=O)C>C(O)C.O.CCOCC>[CH:2]1([N:7]2[C:11]3=[N:12][C:30]([C:29]4[CH:35]=[CH:36][CH:37]=[CH:38][C:28]=4[O:27][CH2:26][CH2:25][CH2:24][N:18]4[CH2:19][CH2:20][O:21][CH2:22][CH2:23]4)=[N:15][C:13](=[O:14])[C:10]3=[C:9]([CH2:16][CH3:17])[NH:8]2)[CH2:3][CH2:4][CH2:5][CH2:6]1 |^1:0|. Procedure details: Sodium spheres (0.42 g) were dissolved in ethanol (20 ml) and then 1-cyclopentyl-3-ethyl-5-amino-1H-pyrazole-4-carboxamide (2.02 g, 9.10 mmol) was added, followed by ethyl 2-[3-(4-morpholinyl)propoxy]benzoate (5.33 g). The reaction mixture was refluxed for 3 days, then stirred at room temperature, and then the solvent was stripped. The residue was dissolved in water (250 ml), acidified to a pH of about 7 with acetic acid and extracted with CHCl3. The organic layers were washed with brine, dried ... Reactants: OC1=C(C=O)C=C(C=C1)O (2,5-dihydroxybenzaldehyde), C([O-])([O-])=O.[Li+].[Li+] (lithium carbonate), CCOC(=O)C (EtOAc), C(C1=CC=CC=C1)Br (benzyl bromide). The solvent is CN(C)C=O (DMF). Run at temperature 60 celsius, time 30 hour. Yields the product C(C1=CC=CC=C1)OC1=C(C=O)C=C(C=C1)O (2-Benzyloxy-5-hydroxybenzaldehyde). As a reaction SMILES: [OH:1][C:2]1[CH:9]=[CH:8][C:7]([OH:10])=[CH:6][C:3]=1[CH:4]=[O:5].C(=O)([O-])[O-].[Li+].[Li+].[CH2:17](Br)[C:18]1[CH:23]=[CH:22][CH:21]=[CH:20][CH:19]=1.CCOC(C)=O>CN(C=O)C>[CH2:17]([O:1][C:2]1[CH:9]=[CH:8][C:7]([OH:10])=[CH:6][C:3]=1[CH:4]=[O:5])[C:18]1[CH:23]=[CH:22][CH:21]=[CH:20][CH:19]=1 |f:1.2.3|. Procedure details: To a solution of 2,5-dihydroxybenzaldehyde (10.41 g, 75.4 mmol) in 100 mL of DMF was added lithium carbonate (16.71 g, 226 mmol), followed by benzyl bromide (13.5 mL, 113 mmol). The solution was warmed to 60° C. and stirred for 30 hours. The reaction was poured into EtOAc and washed with water, saturated NaHCO3 solution and brine, dried (Na2SO4), filtered, and concentrated in vacuo. The product was isolated as a brown oil which was used without further purification.